This data is from the Open Reaction Database (ORD), a public repository of structured organic reaction records. The task is: describe an organic reaction: reactants, conditions, products, and yield Starting materials: COS(=O)(=O)OC, CC(C)O, [Na+], [OH-], O, CC(C)OC(=O)C1=C(O)c2ccccc2S(=O)(=O)N1. Product: CC(C)OC(=O)C1=C(O)c2ccccc2S(=O)(=O)N1C. As a reaction SMILES: [CH3:1][O:2][S:3]([O:4][CH3:5])(=[O:6])=[O:7].[CH:30]([OH:31])([CH3:32])[CH3:33].[Na+:28].[OH-:27].[OH2:29].[OH:8][C:9]1=[C:10]([C:21](=[O:22])[O:23][CH:24]([CH3:25])[CH3:26])[NH:11][S:12](=[O:19])(=[O:20])[c:13]2[c:14]1[cH:15][cH:16][cH:17][cH:18]2>>[CH3:1][N:11]1[C:10]([C:21](=[O:22])[O:23][CH:24]([CH3:25])[CH3:26])=[C:9]([OH:8])[c:14]2[c:13]([cH:18][cH:17][cH:16][cH:15]2)[S:12]1(=[O:19])=[O:20]. Starting materials: C(C1=CC=CC=C1)N1CC2C(C(C(C1)C2)=O)=CN(C)C (3-benzyl-7-dimethylaminomethylene-3-aza-bicyclo[3.2.1]octan-6-one), C(C)(C)(C)NN (t-butyl hydrazine). Product: C(C)(C)(C)N1C=2C3CNCC(C2C=N1)C3 (3-tert-Butyl-3,4,9-triaza-tricyclo[5.3.1.0 2,6]undeca-2(6),4-diene). RXN SMILES: C([N:8]1[CH2:14][CH:13]2[CH2:15][CH:10]([C:11](=[CH:17][N:18](C)C)[C:12]2=O)[CH2:9]1)C1C=CC=CC=1.[C:21]([NH:25]N)([CH3:24])([CH3:23])[CH3:22]>>[C:21]([N:25]1[N:18]=[CH:17][C:11]2[CH:10]3[CH2:15][CH:13]([CH2:14][NH:8][CH2:9]3)[C:12]1=2)([CH3:24])([CH3:23])[CH3:22]. Procedure: Following the method described in Example 14, 3-benzyl-7-dimethylaminomethylene-3-aza-bicyclo[3.2.1]octan-6-one and t-butyl hydrazine were converted to the title compound in 7.5% overall yield. APCl MS m/z 206.2 (M+H)+. Starting materials: NC=1C=C(C=NC1Cl)C (5-amino-6-chloro-3-picoline), [N+](=O)([O-])C1=C(C(=O)Cl)C=CC=C1 (2-nitrobenzoyl chloride). The solvent is O (water), C([O-])(O)=O.[Na+] (sodium bicarbonate), N1=CC=CC=C1 (pyridine). Reaction conditions: time 18 hour. The product is ClC1=NC=C(C=C1NC(C1=C(C=CC=C1)[N+](=O)[O-])=O)C (N-(2-chloro-5-methylpyridin-3-yl)-2-nitrobenzamide). Isolated yield 90.7%. Reaction SMILES: [NH2:1][C:2]1[CH:3]=[C:4]([CH3:9])[CH:5]=[N:6][C:7]=1[Cl:8].[N+:10]([C:13]1[CH:21]=[CH:20][CH:19]=[CH:18][C:14]=1[C:15](Cl)=[O:16])([O-:12])=[O:11]>N1C=CC=CC=1.O.C(=O)(O)[O-].[Na+]>[Cl:8][C:7]1[C:2]([NH:1][C:15](=[O:16])[C:14]2[CH:18]=[CH:19][CH:20]=[CH:21][C:13]=2[N+:10]([O-:12])=[O:11])=[CH:3][C:4]([CH3:9])=[CH:5][N:6]=1 |f:4.5|. Procedure: To a solution of 5-amino-6-chloro-3-picoline (9.54 g, 66.9 mmol) in pyridine (200 mL) was added 2-nitrobenzoyl chloride (13.65 g, 73.6 mmol) dropwise at 0° C. The resulting mixture was stirred at room temperature for 18 h. The dark mixture was then diluted with water (1500 mL) and sat. sodium bicarbonate solution was added until pH=8. The precipitate was collected by filtration, rinsed with water (30 mL×3) and dried in oven to afford N-(2-chloro-5-methylpyridin-3-yl)-2-nitrobenzamide as a pale s... Reactants: BrC(Br)(Br)Br (tetrabromomethane), C1(=CC=CC=C1)P(C1=CC=CC=C1)C1=CC=CC=C1 (triphenylphosphine), C(CCCC)[C@@H]1CC[C@H](CC1)C=O (trans-4-pentylcyclohexanecarboxaldehyde), CCCCCC (hexane). Run in C(Cl)Cl (methylene chloride), C(Cl)Cl (methylene chloride), C(Cl)Cl (methylene chloride). Reaction conditions: temperature 0 celsius, time 5 minute. Product: residue, BrC(=C[C@@H]1CC[C@H](CC1)CCCCC)Br (trans-1-(2,2-dibromovinyl)-4-pentylcyclohexane). Isolated yield 77.4%. RXN SMILES: [Br:1][C:2]([Br:5])(Br)Br.C1(P(C2C=CC=CC=2)C2C=CC=CC=2)C=CC=CC=1.[CH2:25]([C@H:30]1[CH2:35][CH2:34][C@H:33]([CH:36]=O)[CH2:32][CH2:31]1)[CH2:26][CH2:27][CH2:28][CH3:29].CCCCCC>C(Cl)Cl>[Br:1][C:2]([Br:5])=[CH:36][C@H:33]1[CH2:34][CH2:35][C@H:30]([CH2:25][CH2:26][CH2:27][CH2:28][CH3:29])[CH2:31][CH2:32]1. Procedure: A solution, cooled to 0° C., of 90.9 g of tetrabromomethane in 100 ml of methylene chloride was treated under argon gasification within 20 minutes with a solution of 143.9 g of triphenylphosphine in 200 ml of methylene chloride. The clear orange solution was stirred at 0° C. for a further 5 minutes and then treated dropwise within 10 minutes at 0° C. with a solution of 25 g of trans-4-pentylcyclohexanecarboxaldehyde (purity about 82%) in 80 ml of methylene chloride. After stirring at 0° C. for 3...